This data is from the Open Reaction Database (ORD), a public repository of structured organic reaction records. The task is: describe an organic reaction: reactants, conditions, products, and yield Reactants: NC[C@H]1N(CCC[C@H]1C)C(=O)C1=NC=CC2=CC=CC=C12 (((2S,3R)-2-(aminomethyl)-3-methylpiperidin-1-yl)(isoquinolin-1-yl)methanone), ClC1=NC=C(C=N1)Cl (2,5-dichloropyrimidine). Procedure details: The title compound was prepared following the same general protocol as described for Example A1, using ((2S,3R)-2-(aminomethyl)-3-methylpiperidin-1-yl)(isoquinolin-1-yl)methanone and 2,5-dichloropyrimidine. ESI-MS (m/z): 396 [M+1]+. Product: ClC=1C=NC(=NC1)NC[C@H]1N(CCC[C@H]1C)C(=O)C1=NC=CC2=CC=CC=C12 (((2S,3R)-2-(((5-Chloropyrimidin-2-yl)amino)methyl)-3-methylpiperidin-1-yl)(isoquinolin-1-yl)methanone). Reaction SMILES: [NH2:1][CH2:2][C@@H:3]1[C@H:8]([CH3:9])[CH2:7][CH2:6][CH2:5][N:4]1[C:10]([C:12]1[C:21]2[C:16](=[CH:17][CH:18]=[CH:19][CH:20]=2)[CH:15]=[CH:14][N:13]=1)=[O:11].Cl[C:23]1[N:28]=[CH:27][C:26]([Cl:29])=[CH:25][N:24]=1>>[Cl:29][C:26]1[CH:25]=[N:24][C:23]([NH:1][CH2:2][C@@H:3]2[C@H:8]([CH3:9])[CH2:7][CH2:6][CH2:5][N:4]2[C:10]([C:12]2[C:21]3[C:16](=[CH:17][CH:18]=[CH:19][CH:20]=3)[CH:15]=[CH:14][N:13]=2)=[O:11])=[N:28][CH:27]=1. Starting materials: OC[C@H](C)[C@H]1[C@H](C(N1)=O)[C@@H](C)OC(=O)OCC1=CC=CC=C1 ((3S,4S)-4-(1-(R)-hydroxymethylethyl)-3-(1-(R)-benzyloxycarbonyloxyethyl)-2-azetidinone), CC(=O)C.OS(=O)(=O)O.O=[Cr](=O)=O (Jones reagent), S(O)(O)(=O)=O (sulfuric acid), O (water). The reagents and catalysts are [O-2].[O-2].[O-2].[Cr+6] (chromium trioxide). Solvent: CC(=O)C (acetone). The product is C(=O)(O)[C@H](C)[C@@H]1[C@H](C(N1)=O)[C@@H](C)OC(=O)OCC1=CC=CC=C1 ((3S,4S)-4-(1-(R)-carboxyethyl)-3-(1-(R)-benzyloxycarbonyloxyethyl)-2-azetidinone). RXN SMILES: [OH:1][CH2:2][C@@H:3]([C@@H:5]1[NH:8][C:7](=[O:9])[C@@H:6]1[C@H:10]([O:12][C:13]([O:15][CH2:16][C:17]1[CH:22]=[CH:21][CH:20]=[CH:19][CH:18]=1)=[O:14])[CH3:11])[CH3:4].CC(C)=[O:25].OS(O)(=O)=O.O=[Cr](=O)=O.S(=O)(=O)(O)O.O>CC(C)=O.[O-2].[O-2].[O-2].[Cr+6]>[C:2]([C@@H:3]([C@H:5]1[NH:8][C:7](=[O:9])[C@@H:6]1[C@H:10]([O:12][C:13]([O:15][CH2:16][C:17]1[CH:18]=[CH:19][CH:20]=[CH:21][CH:22]=1)=[O:14])[CH3:11])[CH3:4])([OH:25])=[O:1] |f:1.2.3,7.8.9.10|. Procedure details: A solution of (3S,4S)-4-(1-(R)-hydroxymethylethyl)-3-(1-(R)-benzyloxycarbonyloxyethyl)-2-azetidinone (6.1 g) in acetone (60 ml) was treated with the Jones reagent, prepared from chromium trioxide (2.78 g), 98% sulfuric acid (4.4 g) and water (8.1 ml), at 10°-20° C. for 1 hour. The reaction mixture was quenched with isopropanol (0.5 ml) at 10°-20° C. for 15 minutes, diluted with ethyl acetate (122 ml) and washed with water (135 ml). The aqueous layer was separated from the organic layer and extra... Reaction conditions: temperature 0 celsius, time 15 minute. Procedure details: A solution of 4,6-bis-(1,1-dimethylethyl)-5-hydroxy-2-pyrimidine carboxylic acid methyl ester (4.0 g, 15.0 mmoles) in 50 mL of THF is added to a suspension of NaH (0.39 g, 16.5 mmoles) in THF (50 mL) at 0° C. When addition is complete, the reaction mixture is stirred at 0° C. for 15 minutes. 2-methoxyethoxymethyl chloride (2.0 g, 16.5 mmoles) is added and the solution is warmed to room temperature. The reaction mixture is stirred at room temperature overnight. It is diluted with 100 mL H2O and 1... Isolated yield 99.7%. RXN SMILES: [CH3:1][O:2][C:3]([C:5]1[N:10]=[C:9]([C:11]([CH3:14])([CH3:13])[CH3:12])[C:8]([OH:15])=[C:7]([C:16]([CH3:19])([CH3:18])[CH3:17])[N:6]=1)=[O:4].[H-].[Na+].[CH3:22][O:23][CH2:24][CH2:25][O:26][CH2:27]Cl>C1COCC1.O.[NH4+].[Cl-]>[CH3:1][O:2][C:3]([C:5]1[N:6]=[C:7]([C:16]([CH3:19])([CH3:18])[CH3:17])[C:8]([O:15][CH2:22][O:23][CH2:24][CH2:25][O:26][CH3:27])=[C:9]([C:11]([CH3:12])([CH3:13])[CH3:14])[N:10]=1)=[O:4] |f:1.2,6.7|. Reactants: COCCOCCl (2-methoxyethoxymethyl chloride), COC(=O)C1=NC(=C(C(=N1)C(C)(C)C)O)C(C)(C)C (4,6-bis-(1,1-dimethylethyl)-5-hydroxy-2-pyrimidine carboxylic acid methyl ester), [H-].[Na+] (NaH). The product is COC(=O)C1=NC(=C(C(=N1)C(C)(C)C)OCOCCOC)C(C)(C)C (4,6-Bis-(1,1-dimethylethyl)-5-[(2-methoxyethoxy) methoxy]-2-pyrimidine carboxylic acid methyl ester). Run in O (H2O), [NH4+].[Cl-] (NH4Cl), C1CCOC1 (THF), C1CCOC1 (THF). The reactants are CO (methanol), FC(C(CCOC1=CC=C(C(=O)OCC)C=C1)CCCCCC)(F)F (ethyl p-(3-trifluoromethylnonyloxy)benzoate), [OH-].[Na+] (sodium hydroxide). The solvent is O (water), O (water). Conditions: temperature 50 celsius. Yields the product C(C1=CC=CC=C1)(=O)O (benzoic acid). Isolated yield 77.2%. RXN SMILES: [OH-].[Na+].CO.FC(F)(F)C(CCCCCC)CCO[C:11]1[CH:21]=[CH:20][C:14]([C:15]([O:17]CC)=[O:16])=[CH:13][CH:12]=1>O>[C:15]([OH:17])(=[O:16])[C:14]1[CH:20]=[CH:21][CH:11]=[CH:12][CH:13]=1 |f:0.1|. Procedure: 72 mg of sodium hydroxide was dissolved in 0.5 ml of water, followed by addition of 0.5 ml of methanol and 205 mg of ethyl p-(3-trifluoromethylnonyloxy)benzoate and 4 hours of stirring at 50° C. After the reaction, water was added, methanol was removed by distillation under a reduced pressure, and 2N-hydrochloric acid was added, followed by extration with diethyl ether. The ether solution was dried with sodium sulfate, and the solvent was distilled off to obtain 146 mg of optically active p-3-tr... Starting materials: CCN(CC)CCN, CC(=O)c1ccc(CCc2cnc3c(N)nc4cc(C)ccc4c3c2)cc1. Product: CCN(CC)CCNC(C)c1ccc(CCc2cnc3c(N)nc4cc(C)ccc4c3c2)cc1. As a reaction SMILES: [CH2:28]([CH3:29])[N:30]([CH2:31][CH2:32][NH2:33])[CH2:34][CH3:35].[NH2:1][c:2]1[n:3][c:4]2[c:5]([c:6]3[cH:7][c:8]([CH2:12][CH2:13][c:14]4[cH:15][cH:16][c:17]([C:20]([CH3:21])=[O:22])[cH:18][cH:19]4)[cH:9][n:10][c:11]13)[cH:23][cH:24][c:25]([CH3:27])[cH:26]2>>[NH2:1][c:2]1[n:3][c:4]2[c:5]([c:6]3[cH:7][c:8]([CH2:12][CH2:13][c:14]4[cH:15][cH:16][c:17]([CH:20]([CH3:21])[NH:33][CH2:32][CH2:31][N:30]([CH2:28][CH3:29])[CH2:34][CH3:35])[cH:18][cH:19]4)[cH:9][n:10][c:11]13)[cH:23][cH:24][c:25]([CH3:27])[cH:26]2. Starting materials: COC(=O)C[C@H]1C(N(CCN1)CC(=O)OC(C)(C)C)=O (tert-Butyl (S)-(3-methoxycarbonylmethyl-2-oxo-piperazin-1-yl)acetate), C(C1=CC=CC=C1)OC(=O)N[C@@H](C)C(=O)O (benzyloxycarbonyl-L-alanine), Cl.C(C)N=C=NCCCN(C)C (1-ethyl-3-(3-dimethylaminopropyl)carbodiimide hydrochloride), aqueous solution, S(=O)(=O)(O)[O-].[K+] (potassium hydrogen sulfate). Solvent: C(C)#N (acetonitrile). Yields the product C(C1=CC=CC=C1)OC(=O)N[C@H](C(=O)N1[C@H](C(N(CC1)CC(=O)OC(C)(C)C)=O)CC(=O)OC)C (tert-Butyl (S,S)-[4-(2-benzyloxycarbonylamino-propionyl)-3-methoxycarbonylmethyl-2-oxopiperazin-1-yl]acetate). Yield: 74.4%. RXN SMILES: [CH3:1][O:2][C:3]([CH2:5][C@@H:6]1[NH:11][CH2:10][CH2:9][N:8]([CH2:12][C:13]([O:15][C:16]([CH3:19])([CH3:18])[CH3:17])=[O:14])[C:7]1=[O:20])=[O:4].[CH2:21]([O:28][C:29]([NH:31][C@H:32]([C:34](O)=[O:35])[CH3:33])=[O:30])[C:22]1[CH:27]=[CH:26][CH:25]=[CH:24][CH:23]=1.Cl.C(N=C=NCCCN(C)C)C.S([O-])(O)(=O)=O.[K+]>C(#N)C>[CH2:21]([O:28][C:29]([NH:31][C@@H:32]([CH3:33])[C:34]([N:11]1[CH2:10][CH2:9][N:8]([CH2:12][C:13]([O:15][C:16]([CH3:17])([CH3:19])[CH3:18])=[O:14])[C:7](=[O:20])[C@@H:6]1[CH2:5][C:3]([O:2][CH3:1])=[O:4])=[O:35])=[O:30])[C:22]1[CH:27]=[CH:26][CH:25]=[CH:24][CH:23]=1 |f:2.3,4.5|. Procedure details: tert-Butyl (S)-(3-methoxycarbonylmethyl-2-oxo-piperazin-1-yl)acetate (3.0 g) and benzyloxycarbonyl-L-alanine (2.61 g) were dissolved in acetonitrile (40 ml). While stirring the solution at room temperature, 1-ethyl-3-(3-dimethylaminopropyl)carbodiimide hydrochloride (2.45 g) was added to the solution, and the mixture was stirred for 3 hours at room temperature. The reaction mixture was poured into a 5% aqueous solution of potassium hydrogen sulfate and the solution was extracted with ethyl aceta... Starting materials: BrC1=CC2=C(CN(CCO2)C(=O)OC(C)(C)C)C=C1 (tert-butyl 8-bromo-2,3-dihydro-1,4-benzoxazepine-4(5H)-carboxylate), O (water), C1(=CC=CC=C1)B(O)O (phenylboronic acid). Reagents/catalysts: C=1C=CC(=CC1)[P](C=2C=CC=CC2)(C=3C=CC=CC3)[Pd]([P](C=4C=CC=CC4)(C=5C=CC=CC5)C=6C=CC=CC6)([P](C=7C=CC=CC7)(C=8C=CC=CC8)C=9C=CC=CC9)[P](C=1C=CC=CC1)(C=1C=CC=CC1)C=1C=CC=CC1 (tetrakis(triphenylphosphine)palladium(0)). Run in C(C)O (ethanol), C([O-])([O-])=O.[Na+].[Na+] (sodium carbonate), C1(=CC=CC=C1)C (toluene). The product is C1(=CC=CC=C1)C1=CC2=C(CN(CCO2)C(=O)OC(C)(C)C)C=C1 (tert-butyl 8-phenyl-2,3-dihydro-1,4-benzoxazepine-4(5H)-carboxylate). The yield is 90.8%. Reaction SMILES: Br[C:2]1[CH:19]=[CH:18][C:5]2[CH2:6][N:7]([C:11]([O:13][C:14]([CH3:17])([CH3:16])[CH3:15])=[O:12])[CH2:8][CH2:9][O:10][C:4]=2[CH:3]=1.[C:20]1(B(O)O)[CH:25]=[CH:24][CH:23]=[CH:22][CH:21]=1.O>C(O)C.C(=O)([O-])[O-].[Na+].[Na+].C1(C)C=CC=CC=1.C1C=CC([P]([Pd]([P](C2C=CC=CC=2)(C2C=CC=CC=2)C2C=CC=CC=2)([P](C2C=CC=CC=2)(C2C=CC=CC=2)C2C=CC=CC=2)[P](C2C=CC=CC=2)(C2C=CC=CC=2)C2C=CC=CC=2)(C2C=CC=CC=2)C2C=CC=CC=2)=CC=1>[C:20]1([C:2]2[CH:19]=[CH:18][C:5]3[CH2:6][N:7]([C:11]([O:13][C:14]([CH3:17])([CH3:16])[CH3:15])=[O:12])[CH2:8][CH2:9][O:10][C:4]=3[CH:3]=2)[CH:25]=[CH:24][CH:23]=[CH:22][CH:21]=1 |f:4.5.6,^1:49,51,70,89|. Reported procedure: A mixture of tert-butyl 8-bromo-2,3-dihydro-1,4-benzoxazepine-4(5H)-carboxylate (200 mg, 0.609 mmol), a solution of phenylboronic acid (111 mg, 0.912 mmol) in ethanol (0.7 ml), 2N aqueous sodium carbonate solution (2.5 ml) and tetrakis(triphenylphosphine)palladium(0) (84.2 mg, 0.0729 mmol) in toluene (5 ml) was stirred under a nitrogen atmosphere at 95° C. for 12 hr. The reaction mixture was poured into water, and the mixture was extracted with ethyl acetate. The extract was washed with water, a...